Dataset: the Open Reaction Database (ORD), a public repository of structured organic reaction records. Task: describe an organic reaction: reactants, conditions, products, and yield The reactants are O1CCOC12CCC(CC2)CCN2C(C=C(C1=CC=C(C=C21)OC)C)=O (1-(2-(1,4-dioxaspiro[4.5]decan-8-yl)ethyl)-7-methoxy-4-methylquinolin-2(1H)-one), FC(C(=O)O)(F)F (trifluoroacetic acid). Run in C(C)O (ethanol). Run at time 3 hour. The product is COC1=CC=C2C(=CC(N(C2=C1)CCC1CCC(CC1)=O)=O)C (7-methoxy-4-methyl-1-(2-(4-oxocyclohexyl)ethyl)quinolin-2(1H)-one). RXN SMILES: O1[C:5]2([CH2:10][CH2:9][CH:8]([CH2:11][CH2:12][N:13]3[C:22]4[C:17](=[CH:18][CH:19]=[C:20]([O:23][CH3:24])[CH:21]=4)[C:16]([CH3:25])=[CH:15][C:14]3=[O:26])[CH2:7][CH2:6]2)[O:4]CC1.FC(F)(F)C(O)=O>C(O)C>[CH3:24][O:23][C:20]1[CH:21]=[C:22]2[C:17]([C:16]([CH3:25])=[CH:15][C:14](=[O:26])[N:13]2[CH2:12][CH2:11][CH:8]2[CH2:9][CH2:10][C:5](=[O:4])[CH2:6][CH2:7]2)=[CH:18][CH:19]=1. Reported procedure: To 1.5 mL of an ethanol solution containing 65 mg of 1-(2-(1,4-dioxaspiro[4.5]decan-8-yl)ethyl)-7-methoxy-4-methylquinolin-2(1H)-one, 0.5 mL of an 80% aqueous trifluoroacetic acid solution was added under cooling with ice, and the mixture was stirred at room temperature for 3 hours. The solvent was removed under reduced pressure, and water and ethyl acetate were added thereto. The reaction mixture was adjusted to pH 7.7 with an aqueous saturated sodium hydrogen carbonate solution. The organic la... Starting materials: FC1=C(C=CC=C1F)CCC(=O)O (3-(2,3-difluorophenyl)-propionic acid), C(C)OC(CNC1=C(C=CC=C1)C(N)=O)=O ((2-carbamoylphenylamino)-acetic acid ethyl ester), N1=CC=CC=C1 (pyridine), C(C(=O)Cl)(=O)Cl (oxalyl chloride). Reagents/catalysts: CN(C)C=O (DMF), CN(C1=CC=NC=C1)C (4-dimethylaminopyridine). Solvent: ClCCl (dichloromethane), C1(=CC=CC=C1)C (toluene). Conditions: time 2 hour. Product: FC1=C(C=CC=C1F)CCC=1N(C2=CC=CC=C2C(N1)=O)CC(=O)OCC (Ethyl 2-(2-[2-(2,3-difluorophenyl)-ethyl]-4-oxo-4H-quinazolin-1-yl)-acetate). Isolated yield 82.4%. Reaction SMILES: [F:1][C:2]1[C:7]([F:8])=[CH:6][CH:5]=[CH:4][C:3]=1[CH2:9][CH2:10][C:11](O)=O.C(Cl)(=O)C(Cl)=O.[CH2:20]([O:22][C:23](=[O:35])[CH2:24][NH:25][C:26]1[CH:31]=[CH:30][CH:29]=[CH:28][C:27]=1[C:32](=[O:34])[NH2:33])[CH3:21].N1C=CC=CC=1>ClCCl.CN(C=O)C.C1(C)C=CC=CC=1.CN(C)C1C=CN=CC=1>[F:1][C:2]1[C:7]([F:8])=[CH:6][CH:5]=[CH:4][C:3]=1[CH2:9][CH2:10][C:11]1[N:25]([CH2:24][C:23]([O:22][CH2:20][CH3:21])=[O:35])[C:26]2[C:27]([C:32](=[O:34])[N:33]=1)=[CH:28][CH:29]=[CH:30][CH:31]=2. Procedure details: To a solution of 3-(2,3-difluorophenyl)-propionic acid (Int. A1) (5 g, 26.9 mmol) in anhydrous dichloromethane (50 ml) containing a few drops of DMF was added oxalyl chloride (4.7 ml, 53.8 mmol) at 0° C. under argon. The solution was then stirred at ambient temperature for 2 h and the solvent removed in vacuo. The residue which contained the acid chloride (Int. A54) was dissoved in toluene (50 ml) and added to a slurry of (2-carbamoylphenylamino)-acetic acid ethyl ester (5.0 g, 22.5 mmol) in tol... Reactants: BrC1=C(C=CC(=C1)C(F)(F)F)C1=CN(C2=CC(=CC=C12)S(=O)(=O)N(C1=NC=NS1)CC1=C(C=C(C=C1)OC)OC)C (3-(2-bromo-4-(trifluoromethyl)phenyl)-N-(2,4-dimethoxybenzyl)-1-methyl-N-(1,2,4-thiadiazol-5-yl)-1H-indole-6-sulfonamide), N1=CC=C(C=C1)B(O)O (pyridin-4-ylboronic acid), P(=O)([O-])([O-])[O-].[K+].[K+].[K+] (potassium phosphate), Pd(AmPhos)2Cl2. The product is COC1=C(CN(S(=O)(=O)C2=CC=C3C(=CN(C3=C2)C)C2=C(C=C(C=C2)C(F)(F)F)C2=CC=NC=C2)C2=NC=NS2)C=CC(=C1)OC (N-(2,4-dimethoxybenzyl)-1-methyl-3-(2-(pyridin-4-yl)-4-(trifluoromethyl)phenyl)-N-(1,2,4-thiadiazol-5-yl)-1H-indole-6-sulfonamide). Reaction SMILES: Br[C:2]1[CH:7]=[C:6]([C:8]([F:11])([F:10])[F:9])[CH:5]=[CH:4][C:3]=1[C:12]1[C:20]2[C:15](=[CH:16][C:17]([S:21]([N:24]([CH2:30][C:31]3[CH:36]=[CH:35][C:34]([O:37][CH3:38])=[CH:33][C:32]=3[O:39][CH3:40])[C:25]3[S:29][N:28]=[CH:27][N:26]=3)(=[O:23])=[O:22])=[CH:18][CH:19]=2)[N:14]([CH3:41])[CH:13]=1.[N:42]1[CH:47]=[CH:46][C:45](B(O)O)=[CH:44][CH:43]=1.P([O-])([O-])([O-])=O.[K+].[K+].[K+]>>[CH3:40][O:39][C:32]1[CH:33]=[C:34]([O:37][CH3:38])[CH:35]=[CH:36][C:31]=1[CH2:30][N:24]([C:25]1[S:29][N:28]=[CH:27][N:26]=1)[S:21]([C:17]1[CH:16]=[C:15]2[C:20]([C:12]([C:3]3[CH:4]=[CH:5][C:6]([C:8]([F:11])([F:9])[F:10])=[CH:7][C:2]=3[C:45]3[CH:46]=[CH:47][N:42]=[CH:43][CH:44]=3)=[CH:13][N:14]2[CH3:41])=[CH:19][CH:18]=1)(=[O:23])=[O:22] |f:2.3.4.5|. Procedure details: A microwave vial was charged with 3-(2-bromo-4-(trifluoromethyl)phenyl)-N-(2,4-dimethoxybenzyl)-1-methyl-N-(1,2,4-thiadiazol-5-yl)-1H-indole-6-sulfonamide (0.050 g, 0.075 mmol), pyridin-4-ylboronic acid (0.018 g, 0.150 mmol), potassium phosphate (0.056 g, 0.262 mmol), and Pd(AmPhos)2Cl2 (5.30 mg, 7.49 μmol). The vial was flushed with Ar, then 1,4-dioxane (0.375 ml) and water (0.125 ml) were added in sequence. The vial was sealed and microwaved at 100° C. for 30 minutes. The reaction was diluted ... Starting materials: CO, COC(=O)C1CCCCN1C(=O)CNC(=O)OCc1ccccc1. Product: O=C1NCC(=O)N2CCCCC12. RXN SMILES: [CH3:25][OH:26].[c:1]1([CH2:2][O:3][C:4](=[O:7])[NH:11][CH2:12][C:13](=[O:14])[N:15]2[CH:16]([C:21](=[O:6])[O:23][CH3:5])[CH2:17][CH2:18][CH2:19][CH2:20]2)[cH:8][cH:9][cH:10][cH:22][cH:24]1>>[NH:11]1[CH2:12][C:13](=[O:14])[N:15]2[CH:16]([CH2:17][CH2:18][CH2:19][CH2:20]2)[C:21]1=[O:23].